From a dataset of the Open Reaction Database (ORD), a public repository of structured organic reaction records. describe an organic reaction: reactants, conditions, products, and yield Starting materials: C(C)SC=1C=2C3=C(C(NC3=CC1)=O)C=CC2 (6-(Ethylthio)-benz[cd]indol-2(1H)-one), [H-].[Na+] (sodium hydride), C(CCC)I (butyl iodide). Yields the product C(CCC)N1C(C2=C3C(C(=CC=C13)SC)=CC=C2)=O (1-Butyl-6-(methylthio)-benz[cd]indol-2(1H)-one). RXN SMILES: [CH2:1]([S:3][C:4]1[C:5]2[C:6]3[C:10](=[CH:11][CH:12]=1)[NH:9][C:8](=[O:13])[C:7]=3[CH:14]=[CH:15][CH:16]=2)C.[H-].[Na+].[CH2:19](I)[CH2:20][CH2:21][CH3:22]>>[CH2:19]([N:9]1[C:10]2[C:6]3[C:5](=[CH:16][CH:15]=[CH:14][C:7]=3[C:8]1=[O:13])[C:4]([S:3][CH3:1])=[CH:12][CH:11]=2)[CH2:20][CH2:21][CH3:22] |f:1.2|. Reported procedure: A mixture of 2.15 g of 6-(methylthio)-benz[cd]indol-2(1H)-one (Example 12), 0.6 g of 60% sodium hydride and 1.7 ml of butyl iodide in 70 ml are reacted as described in Example 16 giving 1.85 g of the desired product as a solid, m.p. 75°-77° C. The reactants are BrC=1C=C(C=CC1)C(C)=NC#N ((1-(3-bromophenyl) ethylidene) cyanamide), ClC=1C=C(C=CC1)NC1=NN=C(O1)[C@@]1(CC(N(C(N1)=N)C)=O)C ((S)-6-(5-(3-chlorophenylamino)-1,3,4-oxadiazol-2-yl)-2-imino-3,6-dimethyl-tetrahydropyrimidin-4(1H)-one), CNO (methylhydroxylamine), solution, CC[O-].[Na+] (NaOEt). Solvent: C(C)O (ethanol), C(C)O (ethanol). Reaction conditions: temperature 25 celsius, time 10 minute. Yields the product BrC=1C=C(C=CC1)C1(NC(N(O1)C)=N)C (5-(3-bromophenyl)-2,5-dimethyl-1,2,4-oxadiazolidin-3-imine). Isolated yield 83.0%. As a reaction SMILES: ClC1C=C(NC2OC([C@@:14]3(C)[NH:19][C:18](=[NH:20])[N:17](C)C(=O)C3)=NN=2)C=CC=1.[CH3:24]NO.[CH3:27][CH2:28][O-:29].[Na+].[Br:31][C:32]1[CH:33]=C(C(=NC#N)C)[CH:35]=[CH:36][CH:37]=1>C(O)C>[Br:31][C:32]1[CH:33]=[C:27]([C:28]2([CH3:24])[O:29][N:19]([CH3:14])[C:18](=[NH:20])[NH:17]2)[CH:35]=[CH:36][CH:37]=1 |f:2.3|. Procedure details: To a solution of the HCl salt of methylhydroxylamine (0.19 g, 2.2 mmol, 1 eq) in ethanol (25 mL) at 25° C. was added a 21% solution of NaOEt in ethanol (0.75 mL, 2.0 mmol, 0.9 eq) followed by (1-(3-bromophenyl) ethylidene) cyanamide (0.50 g, 2.2 mmol, 1 eq). After stirring at 25° C. for 10 min, the solvent was removed in vacuo. The residue was redissolved in CH2Cl2 (25 mL), the mixture was filtered, and the solvent was removed in vacuo to give 0.5 g (83%) of 5-(3-bromophenyl)-2,5-dimethyl-1,2,4-... The reactants are C1(=CC=CC=C1)P(C1=CC=CC=C1)C1=CC=CC=C1 (triphenyphosphine), Cl.N1=CC(=CC=C1)CCl (3-picolyl chloride hydrochloride). The solvent is CN(C=O)C (dimethylformamide). Reaction conditions: temperature 5 celsius, time 5 minute. Yields the product [Cl-].C1(=CC=CC=C1)[P+](CC=1C=NC=CC1)(C1=CC=CC=C1)C1=CC=CC=C1 (Triphenyl-(3-pyridylmethyl)phosphonium chloride). Reaction SMILES: [C:1]1([P:7]([C:14]2[CH:19]=[CH:18][CH:17]=[CH:16][CH:15]=2)[C:8]2[CH:13]=[CH:12][CH:11]=[CH:10][CH:9]=2)[CH:6]=[CH:5][CH:4]=[CH:3][CH:2]=1.Cl.[N:21]1[CH:26]=[CH:25][CH:24]=[C:23]([CH2:27][Cl:28])[CH:22]=1>CN(C)C=O>[Cl-:28].[C:14]1([P+:7]([C:1]2[CH:2]=[CH:3][CH:4]=[CH:5][CH:6]=2)([C:8]2[CH:13]=[CH:12][CH:11]=[CH:10][CH:9]=2)[CH2:27][C:23]2[CH:22]=[N:21][CH:26]=[CH:25][CH:24]=2)[CH:15]=[CH:16][CH:17]=[CH:18][CH:19]=1 |f:1.2,4.5|. Reported procedure: 13.1 g of triphenyphosphine are added to a solution of 8.2 g of 3-picolyl chloride hydrochloride in 120 ml of dimethylformamide. After stirring for 5 minutes, the mixture is heated at reflux for 30 minutes in a microwave apparatus and then cooled to 5° C. The crystals obtained are filtered off, rinsed with dimethylformamide and then with ether, and dried under reduced pressure, allowing the expected product to be isolated. Reactants: C1CCOC1, OB(O)C1CC1, Clc1ccnc(Cl)n1, [K+], [K+], [K+], O=P([O-])([O-])[O-]. The product is Clc1nccc(C2CC2)n1. Reaction SMILES: [CH2:23]1[O:24][CH2:25][CH2:26][CH2:27]1.[CH:9]1([B:12]([OH:13])[OH:14])[CH2:10][CH2:11]1.[Cl:1][c:2]1[n:3][cH:4][cH:5][c:6]([Cl:8])[n:7]1.[K+:20].[K+:21].[K+:22].[P:15]([O-:16])([O-:17])([O-:18])=[O:19]>>[Cl:1][c:2]1[n:3][cH:4][cH:5][c:6]([CH:9]2[CH2:10][CH2:11]2)[n:7]1. Reactants: CC(=O)O[BH-](OC(C)=O)OC(C)=O, CCn1cc(-c2ccnc3c2cc(-c2ccc(C=O)cc2)n3S(=O)(=O)c2ccccc2)c(-c2ccc([N+](=O)[O-])cc2)n1, C1CCNC1, [Na+], C1CCOC1. Yields the product CCn1cc(-c2ccnc3c2cc(-c2ccc(CN4CCCC4)cc2)n3S(=O)(=O)c2ccccc2)c(-c2ccc([N+](=O)[O-])cc2)n1. RXN SMILES: [C:48]([O:49][BH-:50]([O:51][C:52](=[O:53])[CH3:54])[O:55][C:56](=[O:57])[CH3:58])(=[O:59])[CH3:60].[CH2:1]([CH3:2])[n:3]1[n:4][c:5](-[c:34]2[cH:35][cH:36][c:37]([N+:40](=[O:41])[O-:42])[cH:38][cH:39]2)[c:6](-[c:8]2[c:9]3[c:10]([n:11][cH:12][cH:13]2)[n:14]([S:25](=[O:26])(=[O:27])[c:28]2[cH:29][cH:30][cH:31][cH:32][cH:33]2)[c:15](-[c:17]2[cH:18][cH:19][c:20]([CH:21]=[O:22])[cH:23][cH:24]2)[cH:16]3)[cH:7]1.[CH2:43]1[CH2:44][CH2:45][NH:46][CH2:47]1.[Na+:61].[O:62]1[CH2:63][CH2:64][CH2:65][CH2:66]1>>[CH2:1]([CH3:2])[n:3]1[n:4][c:5](-[c:34]2[cH:35][cH:36][c:37]([N+:40](=[O:41])[O-:42])[cH:38][cH:39]2)[c:6](-[c:8]2[c:9]3[c:10]([n:11][cH:12][cH:13]2)[n:14]([S:25](=[O:26])(=[O:27])[c:28]2[cH:29][cH:30][cH:31][cH:32][cH:33]2)[c:15](-[c:17]2[cH:18][cH:19][c:20]([CH2:21][N:46]4[CH2:45][CH2:44][CH2:43][CH2:47]4)[cH:23][cH:24]2)[cH:16]3)[cH:7]1. Starting materials: O=C([O-])[O-], CC#CCBr, Cn1ncc2nc(N3CCN(C(=O)OC(C)(C)C)CC3)[nH]c2c1=O, [K+], [K+], O. Yields the product CC#CCn1c(N2CCN(C(=O)OC(C)(C)C)CC2)nc2cnn(C)c(=O)c21. As a reaction SMILES: [C:1](=[O:2])([O-:3])[O-:4].[CH2:7]([C:8]#[C:9][CH3:10])[Br:11].[CH3:12][n:13]1[n:14][cH:15][c:16]2[c:17]([c:18]1=[O:19])[nH:20][c:21]([N:23]1[CH2:24][CH2:25][N:26]([C:29](=[O:30])[O:31][C:32]([CH3:33])([CH3:34])[CH3:35])[CH2:27][CH2:28]1)[n:22]2.[K+:5].[K+:6].[OH2:36]>>[CH2:7]([C:8]#[C:9][CH3:10])[n:20]1[c:17]2[c:16]([cH:15][n:14][n:13]([CH3:12])[c:18]2=[O:19])[n:22][c:21]1[N:23]1[CH2:24][CH2:25][N:26]([C:29](=[O:30])[O:31][C:32]([CH3:33])([CH3:34])[CH3:35])[CH2:27][CH2:28]1. Reaction SMILES: Cl[C:2]1[N:10]=[CH:9][C:8]2[NH:7][C:6]3[N:11]=[CH:12][C:13]([C:15]4[CH:20]=[CH:19][C:18]([CH2:21][N:22]5[CH2:27][CH2:26][CH2:25][CH2:24][CH2:23]5)=[CH:17][CH:16]=4)=[CH:14][C:5]=3[C:4]=2[CH:3]=1.[N:28]1[CH:33]=[C:32](B(O)O)[CH:31]=[N:30][CH:29]=1>C(=O)([O-])[O-].[Na+].[Na+].C(#N)C.C(Cl)Cl.CO>[N:28]1[CH:33]=[C:32]([C:2]2[N:10]=[CH:9][C:8]3[NH:7][C:6]4[N:11]=[CH:12][C:13]([C:15]5[CH:16]=[CH:17][C:18]([CH2:21][N:22]6[CH2:23][CH2:24][CH2:25][CH2:26][CH2:27]6)=[CH:19][CH:20]=5)=[CH:14][C:5]=4[C:4]=3[CH:3]=2)[CH:31]=[N:30][CH:29]=1 |f:2.3.4|. The product is N1=CN=CC(=C1)C1=CC=2C3=C(NC2C=N1)N=CC(=C3)C3=CC=C(C=C3)CN3CCCCC3 (6-(pyrimidin-5-yl)-3-(4-piperidin-1-ylmethylphenyl)-9H-dipyrido[2,3-b;4′,3′-d]pyrrole). Reaction conditions: temperature 130 celsius. Yield: 29.7%. Reported procedure: A mixture of 6-chloro-3-(4-piperidin-1-ylmethylphenyl)-9H-dipyrido[2,3-b;4′,3′-d]pyrrole (40 mg, 0.08 mmol), pyrimidin-5-yl boronic acid (20 mg, 0.16 mmol), 1,1′-[bis(diphenylphosphino)ferrocene]dichloropalladium(II) (3.2 mg, 0.004 mmol) in saturated aqueous sodium carbonate solution (0.15 mL) and acetonitrile (1.50 mL) was heated under microwave irradiation at 130° C. for 30 minutes. The cooled reaction mixture was diluted with DCM (20 mL) and methanol (2 mL) and washed with water (15 mL). The ... Reactants: ClC1=CC=2C3=C(NC2C=N1)N=CC(=C3)C3=CC=C(C=C3)CN3CCCCC3 (6-chloro-3-(4-piperidin-1-ylmethylphenyl)-9H-dipyrido[2,3-b;4′,3′-d]pyrrole), N1=CN=CC(=C1)B(O)O (pyrimidin-5-yl boronic acid), 1,1′-[bis(diphenylphosphino)ferrocene]dichloropalladium(II). Solvent: C([O-])([O-])=O.[Na+].[Na+] (sodium carbonate), C(C)#N (acetonitrile), C(Cl)Cl (DCM), CO (methanol). Starting materials: Br, CC(=O)[O-], CC(=O)OC(C)=O, Nc1csc(Br)n1, [Na+], c1ccncc1. The product is CC(=O)Nc1csc(Br)n1. As a reaction SMILES: [BrH:1].[CH3:16][C:17]([O-:18])=[O:19].[CH3:20][C:21]([O:22][C:23](=[O:24])[CH3:25])=[O:26].[NH2:2][c:3]1[n:4][c:5]([Br:8])[s:6][cH:7]1.[Na+:15].[cH:9]1[cH:10][cH:11][n:12][cH:13][cH:14]1>>[NH:2]([c:3]1[n:4][c:5]([Br:8])[s:6][cH:7]1)[C:17]([CH3:16])=[O:18]. Starting materials: O1C2=C(C=CC=3C[C@@H]4[C@@]5(CCC([C@H]1[C@@]5(C23)CCN4C)=O)OCCCC4=CC=CC=C4)OC4=NN=NN4C4=CC=CC=C4 (4,5α-epoxy-17-methyl-14β-[(3-phenylpropyl)oxy]-3-[(1-phenyl-1H-tetrazol-5-yl)oxy]morphinan-6-one), [K+].[Br-] (KBr). Reagents/catalysts: [Pd] (Pd/C). The solvent is C(C)(=O)O (acetic acid). Conditions: time 17 hour. Product: O1C2=CC=CC=3C[C@@H]4[C@@]5(CCC([C@H]1[C@@]5(C23)CCN4C)=O)OCCCC4=CC=CC=C4 (4,5α-epoxy-17-methyl-14β-[(3-phenylpropyl)oxy]morphinan-6-one). RXN SMILES: [O:1]1[C@@H:13]2[C@@:14]34[CH2:16][CH2:17][N:18]([CH3:19])[C@@H:8]([C@:9]3([O:21][CH2:22][CH2:23][CH2:24][C:25]3[CH:30]=[CH:29][CH:28]=[CH:27][CH:26]=3)[CH2:10][CH2:11][C:12]2=[O:20])[CH2:7][C:6]2=[C:15]4[C:2]1=[C:3](OC1N(C3C=CC=CC=3)N=NN=1)[CH:4]=[CH:5]2.[K+].[Br-]>[Pd].C(O)(=O)C>[O:1]1[C@@H:13]2[C@@:14]34[CH2:16][CH2:17][N:18]([CH3:19])[C@@H:8]([C@:9]3([O:21][CH2:22][CH2:23][CH2:24][C:25]3[CH:26]=[CH:27][CH:28]=[CH:29][CH:30]=3)[CH2:10][CH2:11][C:12]2=[O:20])[CH2:7][C:6]2=[C:15]4[C:2]1=[CH:3][CH:4]=[CH:5]2 |f:1.2|. Procedure: A mixture of 4,5α-epoxy-17-methyl-14β-[(3-phenylpropyl)oxy]-3-[(1-phenyl-1H-tetrazol-5-yl)oxy]morphinan-6-one (6.20 g, 11.00 mmol), 10% Pd/C catalyst (2.48 g) and 100 ml glacial acetic acid was hydrogenated at 50 psi and 40° C. for 17 h. After filtering off the catalyst, the filtrate was reduced down to a volume of 30 ml, 150 ml of ice/water mixture was added to it and after alkalising with conc. NH4OH it was extracted with CH2Cl2 (1×100 ml, 3×75 ml). The combined organic phases were washed with... Reactants: C(C)(=O)O (acetic acid), [N+](=[N-])=C (diazomethane), C(C)(C)C1(N=C(NC1=O)C1=C(C=CC=2N(C(=NC21)C)C)C(=O)O)C (4-(4-isopropyl-4-methyl-5-oxo-2-imidazolin-2-yl)-1,2-dimethyl-5-benzimidazolecarboxylic acid). The solvent is CCOCC (ether), CO (methanol). The product is C(C)(C)C1(N=C(NC1=O)C1=C(C=CC=2N(C(=NC21)C)C)C(=O)OC)C (Methyl 4-(4-isopropyl-4-methyl-5-oxo-2-imidazolin-2-yl)-1,2-dimethyl-5-benzimidazolecarboxylate). The yield is 28.9%. RXN SMILES: [N+](=[CH2:3])=[N-].[CH:4]([C:7]1([CH3:27])[C:11](=[O:12])[NH:10][C:9]([C:13]2[C:21]3[N:20]=[C:19]([CH3:22])[N:18]([CH3:23])[C:17]=3[CH:16]=[CH:15][C:14]=2[C:24]([OH:26])=[O:25])=[N:8]1)([CH3:6])[CH3:5].C(O)(=O)C>CCOCC.CO>[CH:4]([C:7]1([CH3:27])[C:11](=[O:12])[NH:10][C:9]([C:13]2[C:21]3[N:20]=[C:19]([CH3:22])[N:18]([CH3:23])[C:17]=3[CH:16]=[CH:15][C:14]=2[C:24]([O:26][CH3:3])=[O:25])=[N:8]1)([CH3:6])[CH3:5]. Reported procedure: A solution of diazomethane in ether is added dropwise to a solution of the 4-(4-isopropyl-4-methyl-5-oxo-2-imidazolin-2-yl)-1,2-dimethyl-5-benzimidazolecarboxylic acid (2.50 g, 7.61 mmol) in methanol until the yellow color persists. The reaction mixture is neutralized with acetic acid and concentrated in vacuo. Preparative HPLC (silica gel, ethyl acetate eluent) affords the title product as off-white crystals (0.750 g, 28.9%), mp 240°-242° C.